This data is from the Open Reaction Database (ORD), a public repository of structured organic reaction records. The task is: describe an organic reaction: reactants, conditions, products, and yield Reactants: ClC1=NC=C(C(=N1)NC(CC)CC)[N+](=O)[O-] ((2-Chloro-5-nitro-pyrimidin-4-yl)-(1-ethyl-propyl)-amine), [Sn](Cl)Cl (Tin(II) chloride), Cl (HCl). Solvent: CCO (EtOH). Reaction conditions: temperature 80 celsius. The product is ClC1=NC=C(C(=N1)NC(CC)CC)N ((2-Chloro-5-amino-pyrimidin-4-yl)-(1-ethyl-propyl)-amine). RXN SMILES: [Cl:1][C:2]1[N:7]=[C:6]([NH:8][CH:9]([CH2:12][CH3:13])[CH2:10][CH3:11])[C:5]([N+:14]([O-])=O)=[CH:4][N:3]=1.[Sn](Cl)Cl.Cl>CCO>[Cl:1][C:2]1[N:7]=[C:6]([NH:8][CH:9]([CH2:12][CH3:13])[CH2:10][CH3:11])[C:5]([NH2:14])=[CH:4][N:3]=1. Procedure details: To a solution of (2-Chloro-5-nitro-pyrimidin-4-yl)-(1-ethyl-propyl)-amine (1 g, 4.087 mmol) in anhydrous EtOH (50 ml) is added Tin(II) chloride (2.324 g, 12.2607 mmol) and concentrated HCl (1 ml) at ambient temperature. The reaction is heated to 80° C. for 1 h and quenched with 1N NaOH at 0° C. The mixture is extracted with EtOAc, washed with brine, dried over Na2SO4, and concentrated in vacuo to give the crude product. The crude is used as is. The reactants are OCCOC1=CC=C(C=C1)C(=O)C1=CC=C(C=C1)O ({4-[(2-Hydroxyethyl)oxy]phenyl}(4-hydroxyphenyl)methanone), CC1(CC(CC(C1)(C)C)=O)C (3,3,5,5-tetramethylcyclohexanone). The reagents and catalysts are [Zn] (Zn), Cl[Ti](Cl)(Cl)Cl (TiCl4). Run in C1CCOC1 (THF), C1CCOC1 (THF). Yields the product OCCOC1=CC=C(C=C1)C(C1=CC=C(C=C1)O)=C1CC(CC(C1)(C)C)(C)C (4-[{4-[(2-Hydroxyethyl)oxy]phenyl}(3,3,5,5-tetramethylcyclohexylidene)methyl]phenol). The yield is 41.5%. RXN SMILES: [OH:1][CH2:2][CH2:3][O:4][C:5]1[CH:10]=[CH:9][C:8]([C:11]([C:13]2[CH:18]=[CH:17][C:16]([OH:19])=[CH:15][CH:14]=2)=O)=[CH:7][CH:6]=1.[CH3:20][C:21]1([CH3:30])[CH2:26][C:25]([CH3:28])([CH3:27])[CH2:24][C:23](=O)[CH2:22]1>C1COCC1.[Zn].Cl[Ti](Cl)(Cl)Cl>[OH:1][CH2:2][CH2:3][O:4][C:5]1[CH:10]=[CH:9][C:8]([C:11](=[C:23]2[CH2:24][C:25]([CH3:28])([CH3:27])[CH2:26][C:21]([CH3:30])([CH3:20])[CH2:22]2)[C:13]2[CH:18]=[CH:17][C:16]([OH:19])=[CH:15][CH:14]=2)=[CH:7][CH:6]=1. Procedure: To a stirred suspension of Zn (0.50 g, 7.59 mmol) in THF (10 mL) was added TiCl4 (0.42 mL, 3.79 mmol) dropwise. The mixture was refluxed under nitrogen for 2.5 h. Cooled to room temperature, a solution of 96 (0.245 g, 0.95 mmol) and 3,3,5,5-tetramethylcyclohexanone (0.45 g, 2.85 mmol) in THF (15 mL) was added at once. The reaction mixture was refluxed for another 2.5 h. Cooled to room temperature, the reaction was quenched with 10% K2CO3 (20 mL). The quenched reaction mixture was filtered throug... The reactants are COC(=O)[O-], CCCCCCCCCCCCCCOc1ccc(C(C)=O)o1, COC(=O)[O-], [Mg+2], CN(C)C=O. Yields the product CCCCCCCCCCCCCCOc1ccc(C(=O)CC(=O)O)o1. RXN SMILES: [C:1]([O:2][CH3:5])(=[O:3])[O-:4].[CH3:12][C:13](=[O:14])[c:15]1[o:16][c:17]([O:20][CH2:21][CH2:22][CH2:23][CH2:24][CH2:25][CH2:26][CH2:27][CH2:28][CH2:29][CH2:30][CH2:31][CH2:32][CH2:33][CH3:34])[cH:18][cH:19]1.[CH3:7][O:8][C:9](=[O:10])[O-:11].[Mg+2:6].[O:35]=[CH:36][N:37]([CH3:38])[CH3:39]>>[C:1](=[O:2])([OH:4])[CH2:12][C:13](=[O:14])[c:15]1[o:16][c:17]([O:20][CH2:21][CH2:22][CH2:23][CH2:24][CH2:25][CH2:26][CH2:27][CH2:28][CH2:29][CH2:30][CH2:31][CH2:32][CH2:33][CH3:34])[cH:18][cH:19]1. Reactants: Cc1ccccc1-n1c(C)nc2cc([N+](=O)[O-])ccc2c1=O, CCO, [Cl-], [Fe], [NH4+], O. The product is Cc1ccccc1-n1c(C)nc2cc(N)ccc2c1=O. RXN SMILES: [CH3:1][c:2]1[n:3][c:4]2[cH:5][c:6]([N+:20]([O-:21])=[O:22])[cH:7][cH:8][c:9]2[c:10](=[O:19])[n:11]1-[c:12]1[c:13]([CH3:18])[cH:14][cH:15][cH:16][cH:17]1.[CH3:25][CH2:26][OH:27].[Cl-:23].[Fe:28].[NH4+:24].[OH2:29]>>[CH3:1][c:2]1[n:3][c:4]2[cH:5][c:6]([NH2:20])[cH:7][cH:8][c:9]2[c:10](=[O:19])[n:11]1-[c:12]1[c:13]([CH3:18])[cH:14][cH:15][cH:16][cH:17]1. The reactants are CCO, COc1ccc(C(O)CNC(=O)CCl)cc1OC, [K+], [OH-], O. Product: COc1ccc(C2CNC(=O)CO2)cc1OC. Reaction SMILES: [CH3:22][CH2:23][OH:24].[Cl:1][CH2:2][C:3](=[O:4])[NH:5][CH2:6][CH:7]([OH:8])[c:9]1[cH:10][c:11]([O:17][CH3:18])[c:12]([O:15][CH3:16])[cH:13][cH:14]1.[K+:20].[OH-:19].[OH2:21]>>[CH2:2]1[C:3](=[O:4])[NH:5][CH2:6][CH:7]([c:9]2[cH:10][c:11]([O:17][CH3:18])[c:12]([O:15][CH3:16])[cH:13][cH:14]2)[O:8]1. The reactants are COC(C1=CN=C(C(=C1)Br)Cl)=O (5-bromo-6-chloro-nicotinic acid methyl ester), N[C@H]1[C@@H](CCCC1)O ((1R,2R)-2-amino-cyclohexanol), Cl.C1(CC1)CNC (cyclopropylmethyl methylamine hydrochloride), ClC1=CC=C(C=C1)B(O)O (4-chlorophenyl-boronic acid). The product is ClC1=CC=C(C=C1)C=1C(=NC=C(C(=O)N[C@H]2[C@@H](CCCC2)O)C1)N(C)CC1CC1 (5-(4-Chloro-phenyl)-6-(cyclopropylmethyl-methyl-amino)-N-((1R,2R)-2-hydroxy-cyclohexyl)-nicotinamide). RXN SMILES: CO[C:3](=[O:12])[C:4]1[CH:9]=[C:8](Br)[C:7](Cl)=[N:6][CH:5]=1.Cl.[CH:14]1([CH2:17][NH:18][CH3:19])[CH2:16][CH2:15]1.[Cl:20][C:21]1[CH:26]=[CH:25][C:24](B(O)O)=[CH:23][CH:22]=1.[NH2:30][C@@H:31]1[CH2:36][CH2:35][CH2:34][CH2:33][C@H:32]1[OH:37]>>[Cl:20][C:21]1[CH:26]=[CH:25][C:24]([C:8]2[C:7]([N:18]([CH2:17][CH:14]3[CH2:16][CH2:15]3)[CH3:19])=[N:6][CH:5]=[C:4]([CH:9]=2)[C:3]([NH:30][C@@H:31]2[CH2:36][CH2:35][CH2:34][CH2:33][C@H:32]2[OH:37])=[O:12])=[CH:23][CH:22]=1 |f:1.2|. Reported procedure: The title compound was synthesized in analogy to the procedure described for the preparation of Example 43, using 5-bromo-6-chloro-nicotinic acid methyl ester, cyclopropylmethyl methylamine hydrochloride, (commercially available), 4-chlorophenyl-boronic acid (commercially available) and (1R,2R)-2-amino-cyclohexanol (commercially available) as starting materials. MS (ISP): 414.3 (M+H+). Reactants: CO, CC1(C)NC(=O)CCc2ccc([N+](=O)[O-])cc21. Product: CC1(C)NC(=O)CCc2ccc(N)cc21. Reaction SMILES: [CH3:18][OH:19].[CH3:1][C:2]1([CH3:17])[NH:3][C:4](=[O:16])[CH2:5][CH2:6][c:7]2[c:8]1[cH:9][c:10]([N+:13]([O-:14])=[O:15])[cH:11][cH:12]2>>[CH3:1][C:2]1([CH3:17])[NH:3][C:4](=[O:16])[CH2:5][CH2:6][c:7]2[c:8]1[cH:9][c:10]([NH2:13])[cH:11][cH:12]2. Starting materials: C1(CCCCC1)N(C(=O)NC=1SC=C(N1)CBr)C1CCCCC1 (1,1-dicyclohexyl-3-(4-bromomethyl-thiazol-2-yl)urea), C(C)OC(=O)C=1N=C(NC1)S (2-mercapto-1H-imidazole-4-carboxylic acid ethyl ester). Yields the product C(C)OC(=O)C=1N=C(NC1)SCC=1N=C(SC1)NC(=O)N(C1CCCCC1)C1CCCCC1 (2-[2-(3,3-Dicyclohexylureido)-thiazol-4-ylmethylsulfanyl)-1H-imidazole-4-carboxylic acid ethyl ester). Isolated yield 20.0%. RXN SMILES: [CH:1]1([N:7]([CH:18]2[CH2:23][CH2:22][CH2:21][CH2:20][CH2:19]2)[C:8]([NH:10][C:11]2[S:12][CH:13]=[C:14]([CH2:16]Br)[N:15]=2)=[O:9])[CH2:6][CH2:5][CH2:4][CH2:3][CH2:2]1.[CH2:24]([O:26][C:27]([C:29]1[N:30]=[C:31]([SH:34])[NH:32][CH:33]=1)=[O:28])[CH3:25]>>[CH2:24]([O:26][C:27]([C:29]1[N:30]=[C:31]([S:34][CH2:16][C:14]2[N:15]=[C:11]([NH:10][C:8]([N:7]([CH:18]3[CH2:23][CH2:22][CH2:21][CH2:20][CH2:19]3)[CH:1]3[CH2:6][CH2:5][CH2:4][CH2:3][CH2:2]3)=[O:9])[S:12][CH:13]=2)[NH:32][CH:33]=1)=[O:28])[CH3:25]. Procedure: Prepared in 20% yield as described in general procedure (L) from 1,1-dicyclohexyl-3-(4-bromomethyl-thiazol-2-yl)urea and 2-mercapto-1H-imidazole-4-carboxylic acid ethyl ester. Reactants: Cl.COC([C@](CC)(C)N)=O ((R)-2-amino-2-methyl-butyric acid methyl ester hydrochloride), C1=CC=C(C=C1)[C@@H](CO)N ((S)-phenylglycinol). Yields the product Cl.COC([C@@](CC)(C)N)=O ((S)-2-Amino-2-methyl-butyric acid methyl ester hydrochloride). As a reaction SMILES: [ClH:1].[CH3:2][O:3][C:4](=[O:10])[C@@:5]([NH2:9])([CH3:8])[CH2:6][CH3:7].C1C=CC([C@H](N)CO)=CC=1>>[ClH:1].[CH3:2][O:3][C:4](=[O:10])[C@:5]([NH2:9])([CH3:8])[CH2:6][CH3:7] |f:0.1,3.4|. Procedure: (S)-2-Amino-2-methyl-butyric acid methyl ester hydrochloride was prepared in analogous manner to (R)-2-amino-2-methyl-butyric acid methyl ester hydrochloride using (S)-phenylglycinol.